This data is from the Open Reaction Database (ORD), a public repository of structured organic reaction records. The task is: describe an organic reaction: reactants, conditions, products, and yield The reactants are C1CCOC1, O=C1CCC(=O)N1Cl, Oc1ccc2cc(-c3cc(F)c(O)c(F)c3)ccc2c1. The product is Oc1ccc2cc(-c3cc(F)c(O)c(F)c3)ccc2c1Cl. Reaction SMILES: [CH2:29]1[O:30][CH2:31][CH2:32][CH2:33]1.[Cl:21][N:22]1[C:23](=[O:24])[CH2:25][CH2:26][C:27]1=[O:28].[F:1][c:2]1[cH:3][c:4](-[c:10]2[cH:11][c:12]3[cH:13][cH:14][c:15]([OH:20])[cH:16][c:17]3[cH:18][cH:19]2)[cH:5][c:6]([F:9])[c:7]1[OH:8]>>[F:1][c:2]1[cH:3][c:4](-[c:10]2[cH:11][c:12]3[cH:13][cH:14][c:15]([OH:20])[c:16]([Cl:21])[c:17]3[cH:18][cH:19]2)[cH:5][c:6]([F:9])[c:7]1[OH:8]. Reactants: CC(C)O, Nc1ncc(Cl)c(N2CCN(CC(=O)Nc3nccs3)CC2)c1[N+](=O)[O-], Nc1ncc(Cl)c(Cl)c1[N+](=O)[O-], CC(c1ccccc1)N1CCNCC1. The product is CC(c1ccccc1)N1CCN(c2c(Cl)cnc(N)c2[N+](=O)[O-])CC1. Reaction SMILES: [CH:53]([OH:54])([CH3:55])[CH3:56].[NH2:1][c:2]1[c:3]([N+:4]([O-:5])=[O:6])[c:7]([N:8]2[CH2:9][CH2:10][N:11]([CH2:12][C:13]([NH:14][c:15]3[s:16][cH:17][cH:18][n:19]3)=[O:20])[CH2:21][CH2:22]2)[c:23]([Cl:24])[cH:25][n:26]1.[NH2:27][c:28]1[n:29][cH:30][c:31]([Cl:38])[c:32]([Cl:37])[c:33]1[N+:34](=[O:35])[O-:36].[c:39]1([CH:45]([CH3:46])[N:47]2[CH2:48][CH2:49][NH:50][CH2:51][CH2:52]2)[cH:40][cH:41][cH:42][cH:43][cH:44]1>>[NH2:27][c:28]1[n:29][cH:30][c:31]([Cl:38])[c:32]([N:50]2[CH2:49][CH2:48][N:47]([CH:45]([c:39]3[cH:40][cH:41][cH:42][cH:43][cH:44]3)[CH3:46])[CH2:52][CH2:51]2)[c:33]1[N+:34](=[O:35])[O-:36].